Dataset: the Open Reaction Database (ORD), a public repository of structured organic reaction records. Task: describe an organic reaction: reactants, conditions, products, and yield Product: Br, NC(Cc1ccc(Cl)cc1)C(O)C(F)(F)F. RXN SMILES: [BrH:27].[CH2:1]([O:2][C:3](=[O:4])[NH:10][CH:11]([CH:12]([C:13]([F:14])([F:15])[F:16])[OH:17])[CH2:18][c:19]1[cH:20][cH:21][c:22]([Cl:25])[cH:23][cH:24]1)[c:5]1[cH:6][cH:7][cH:8][cH:9][cH:26]1.[CH3:28][C:29](=[O:30])[OH:31]>>[BrH:27].[NH2:10][CH:11]([CH:12]([C:13]([F:14])([F:15])[F:16])[OH:17])[CH2:18][c:19]1[cH:20][cH:21][c:22]([Cl:25])[cH:23][cH:24]1. Reactants: Br, O=C(NC(Cc1ccc(Cl)cc1)C(O)C(F)(F)F)OCc1ccccc1, CC(=O)O. The reactants are Cc1ccccc1, O=Cc1cccc(C(F)(F)F)c1, O=CC=P(c1ccccc1)(c1ccccc1)c1ccccc1. Yields the product O=CC=Cc1cccc(C(F)(F)F)c1. As a reaction SMILES: [CH3:35][c:36]1[cH:37][cH:38][cH:39][cH:40][cH:41]1.[F:1][C:2]([c:3]1[cH:4][c:5]([CH:6]=[O:7])[cH:8][cH:9][cH:10]1)([F:11])[F:12].[c:13]1([P:14]([c:15]2[cH:16][cH:17][cH:18][cH:19][cH:20]2)([c:21]2[cH:22][cH:23][cH:24][cH:25][cH:26]2)=[CH:32][CH:33]=[O:34])[cH:27][cH:28][cH:29][cH:30][cH:31]1>>[F:1][C:2]([c:3]1[cH:4][c:5]([CH:6]=[CH:32][CH:33]=[O:34])[cH:8][cH:9][cH:10]1)([F:11])[F:12].